From a dataset of the Open Reaction Database (ORD), a public repository of structured organic reaction records. describe an organic reaction: reactants, conditions, products, and yield The reactants are CC(C)(C)O, Cc1cc(N)ccc1Oc1ccccc1, CCOC(C)=O, O=C(CCl)NCC#Cc1ccc2ncnc(Cl)c2c1, ClCCCl. The product is Cc1cc(Nc2ncnc3ccc(C#CCNC(=O)CCl)cc23)ccc1Oc1ccccc1. Reaction SMILES: [C:39]([OH:40])([CH3:41])([CH3:42])[CH3:43].[CH3:20][c:21]1[cH:22][c:23]([NH2:24])[cH:25][cH:26][c:27]1[O:28][c:29]1[cH:30][cH:31][cH:32][cH:33][cH:34]1.[CH3:44][CH2:45][O:46][C:47](=[O:48])[CH3:49].[Cl:1][CH2:2][C:3](=[O:4])[NH:5][CH2:6][C:7]#[C:8][c:9]1[cH:10][c:11]2[c:12]([Cl:19])[n:13][cH:14][n:15][c:16]2[cH:17][cH:18]1.[Cl:35][CH2:36][CH2:37][Cl:38]>>[Cl:1][CH2:2][C:3](=[O:4])[NH:5][CH2:6][C:7]#[C:8][c:9]1[cH:10][c:11]2[c:12]([NH:24][c:23]3[cH:22][c:21]([CH3:20])[c:27]([O:28][c:29]4[cH:30][cH:31][cH:32][cH:33][cH:34]4)[cH:26][cH:25]3)[n:13][cH:14][n:15][c:16]2[cH:17][cH:18]1. Starting materials: C(C)OCC (diethyl ether), O(C1=CC=CC=C1)C1=CC=C(N)C=C1 (4-phenoxyaniline), Cl.N1=CC=CC=C1 (pyridine hydrochloride), BrC1C=C2N(C=C(C=C2S1)C#N)Cl (2-bromo-4-chlorothieno[3,2-b]pyridine-6-carbonitrile). Procedure: A mixture of 4-phenoxyaniline (430 mg, 2.32 mmol), pyridine hydrochloride (244 mg, 2.11 mmol) and 2-bromo-4-chlorothieno[3,2-b]pyridine-6-carbonitrile (578 mg, 2.11 mmol) in 10 mL of 2-ethoxyethanol is heated at 125° C. for 4 hours. The mixture is poured into diethyl ether and the solids are collected by filtration. The solids are stirred with saturated aqueous sodium bicarbonate for 1 hour. The solids are collected by filtration, washed with water and diethyl ether to give 717 mg of 2-bromo-7-[... RXN SMILES: [O:1]([C:8]1[CH:14]=[CH:13][C:11]([NH2:12])=[CH:10][CH:9]=1)[C:2]1[CH:7]=[CH:6][CH:5]=[CH:4][CH:3]=1.Cl.N1C=CC=CC=1.[Br:22][CH:23]1[S:31][C:30]2[C:25]([N:26](Cl)[CH:27]=[C:28]([C:32]#[N:33])[CH:29]=2)=[CH:24]1.C(OCC)C>C(OCCO)C>[Br:22][C:23]1[S:31][C:30]2[C:25](=[N:26][CH:27]=[C:28]([C:32]#[N:33])[C:29]=2[NH:12][C:11]2[CH:10]=[CH:9][C:8]([O:1][C:2]3[CH:3]=[CH:4][CH:5]=[CH:6][CH:7]=3)=[CH:14][CH:13]=2)[CH:24]=1 |f:1.2|. The solvent is C(C)OCCO (2-ethoxyethanol). Product: BrC1=CC2=NC=C(C(=C2S1)NC1=CC=C(C=C1)OC1=CC=CC=C1)C#N (2-bromo-7-[(4-phenoxyphenyl)amino]thieno[3,2-b]pyridine-6-carbonitrile). Reaction conditions: temperature 125 celsius, time 1 hour. The yield is 80.5%. Starting materials: O=C([O-])[O-], CNC1CCCCC1NC, Cc1ccc(C(N)=O)cc1-c1ccc2c(Cl)nncc2c1, [Cs+], [Cs+], [Cu]I, O=C1CCCN1, CN(C)C=O. The product is Cc1ccc(C(N)=O)cc1-c1ccc2c(N3CCCC3=O)nncc2c1. As a reaction SMILES: [C:32](=[O:33])([O-:34])[O-:35].[CH3:22][NH:23][CH:24]1[CH2:25][CH2:26][CH2:27][CH2:28][CH:29]1[NH:30][CH3:31].[Cl:1][c:2]1[n:3][n:4][cH:5][c:6]2[cH:7][c:8](-[c:12]3[cH:13][c:14]([C:15](=[O:16])[NH2:17])[cH:18][cH:19][c:20]3[CH3:21])[cH:9][cH:10][c:11]12.[Cs+:36].[Cs+:37].[Cu:49][I:50].[O:38]=[C:39]1[CH2:40][CH2:41][CH2:42][NH:43]1.[O:44]=[CH:45][N:46]([CH3:47])[CH3:48]>>[c:2]1([N:43]2[C:39](=[O:38])[CH2:40][CH2:41][CH2:42]2)[n:3][n:4][cH:5][c:6]2[cH:7][c:8](-[c:12]3[cH:13][c:14]([C:15](=[O:16])[NH2:17])[cH:18][cH:19][c:20]3[CH3:21])[cH:9][cH:10][c:11]12.